Dataset: the Open Reaction Database (ORD), a public repository of structured organic reaction records. Task: describe an organic reaction: reactants, conditions, products, and yield Starting materials: O=[N+]([O-])c1c(Cl)ccnc1OCc1ccccc1, COc1cc(Cl)c(B(O)O)cc1F. Yields the product COc1cc(Cl)c(-c2ccnc(OCc3ccccc3)c2[N+](=O)[O-])cc1F. RXN SMILES: [CH2:1]([c:2]1[cH:3][cH:4][cH:5][cH:6][cH:7]1)[O:8][c:9]1[n:10][cH:11][cH:12][c:13]([Cl:18])[c:14]1[N+:15](=[O:16])[O-:17].[Cl:19][c:20]1[c:21]([B:29]([OH:30])[OH:31])[cH:22][c:23]([F:28])[c:24]([O:26][CH3:27])[cH:25]1>>[CH2:1]([c:2]1[cH:3][cH:4][cH:5][cH:6][cH:7]1)[O:8][c:9]1[n:10][cH:11][cH:12][c:13](-[c:21]2[c:20]([Cl:19])[cH:25][c:24]([O:26][CH3:27])[c:23]([F:28])[cH:22]2)[c:14]1[N+:15](=[O:16])[O-:17]. The reactants are CC=1NC=C(N1)C(=O)O (2-methyl-1H-imidazole-4-carboxylic acid), NC[C@@H](C)N1N=C(C=C1)C1=CC(=C(C#N)C=C1)Cl ((R)-4-[1-(1-aminopropan-2-yl)-1H-pyrazol-3-yl]-2-chlorobenzonitrile). The product is ClC=1C=C(C=CC1C#N)C1=NN(C=C1)[C@@H](CNC(=O)C=1N=C(NC1)C)C ((R)—N-{2-[3-(3-Chloro-4-cyanophenyl)-1H-pyrazol-1-yl]propyl}-2-methyl-1H-imidazole-4-carboxamide). Reaction SMILES: [CH3:1][C:2]1[NH:3][CH:4]=[C:5]([C:7]([OH:9])=O)[N:6]=1.[NH2:10][CH2:11][C@H:12]([N:14]1[CH:18]=[CH:17][C:16]([C:19]2[CH:26]=[CH:25][C:22]([C:23]#[N:24])=[C:21]([Cl:27])[CH:20]=2)=[N:15]1)[CH3:13]>>[Cl:27][C:21]1[CH:20]=[C:19]([C:16]2[CH:17]=[CH:18][N:14]([C@H:12]([CH3:13])[CH2:11][NH:10][C:7]([C:5]3[N:6]=[C:2]([CH3:1])[NH:3][CH:4]=3)=[O:9])[N:15]=2)[CH:26]=[CH:25][C:22]=1[C:23]#[N:24]. Reported procedure: (R)—N-{2-[3-(3-Chloro-4-cyanophenyl)-1H-pyrazol-1-yl]propyl}-2-methyl-1H-imidazole-4-carboxamide was prepared using the method of Example 247 starting from 2-methyl-1H-imidazole-4-carboxylic acid and (R)-4-[1-(1-aminopropan-2-yl)-1H-pyrazol-3-yl]-2-chlorobenzonitrile. The crude product was purified by flash chromatography on silica gel by using CH2Cl2-MeOH (98:2) as an eluent. The resulting product was triturated in DCM at RT to afford the title compound. 1H NMR (400 MHz, CDCl3): 1.61 (3H, d), 2... The reactants are O=C1CCC(=O)N1Br, CC(=O)OC1CC2=CCC3C4CCC(C(C)C(CCC(C)(C)O)OC(C)=O)C4(C)CCC3C2(C)C(OC(C)=O)C1, ClC(Cl)(Cl)Cl. Yields the product CC(=O)OC1CC2=CC=C3C4CCC(C(C)C(CCC(C)(C)O)OC(C)=O)C4(C)CCC3C2(C)C(OC(C)=O)C1. RXN SMILES: [Br:41][N:42]1[C:43](=[O:44])[CH2:45][CH2:46][C:47]1=[O:48].[C:1]([CH3:2])(=[O:3])[O:4][CH:5]1[CH2:6][CH:7]([O:37][C:38]([CH3:39])=[O:40])[CH2:8][C:9]2=[CH:10][CH2:11][CH:12]3[CH:13]4[CH2:14][CH2:15][CH:16]([CH:17]([CH:18]([CH2:19][CH2:20][C:21]([CH3:22])([CH3:23])[OH:24])[O:25][C:26]([CH3:27])=[O:28])[CH3:29])[C:30]4([CH3:36])[CH2:31][CH2:32][CH:33]3[C:34]12[CH3:35].[C:49]([Cl:50])([Cl:51])([Cl:52])[Cl:53]>>[C:1]([CH3:2])(=[O:3])[O:4][CH:5]1[CH2:6][CH:7]([O:37][C:38]([CH3:39])=[O:40])[CH2:8][C:9]2=[CH:10][CH:11]=[C:12]3[CH:13]4[CH2:14][CH2:15][CH:16]([CH:17]([CH:18]([CH2:19][CH2:20][C:21]([CH3:22])([CH3:23])[OH:24])[O:25][C:26]([CH3:27])=[O:28])[CH3:29])[C:30]4([CH3:36])[CH2:31][CH2:32][CH:33]3[C:34]12[CH3:35]. The reactants are CC(C)C(=O)C(=[N+]=[N-])P(=O)([O-])[O-], CO, COC(=O)c1ccc2oc(CCC=O)cc2c1, [K+], [K+], O=C([O-])[O-]. The product is C#CCCc1cc2cc(C(=O)OC)ccc2o1. Reaction SMILES: [CH3:1][CH:2]([CH3:3])[C:4](=[O:5])[C:6]([P:7](=[O:8])([O-:9])[O-:10])=[N+:11]=[N-:12].[CH3:36][OH:37].[CH:13](=[O:14])[CH2:15][CH2:16][c:17]1[o:18][c:19]2[c:20]([cH:21]1)[cH:22][c:23]([C:26](=[O:27])[O:28][CH3:29])[cH:24][cH:25]2.[K+:30].[K+:31].[O-:32][C:33]([O-:34])=[O:35]>>[CH:1]#[C:13][CH2:15][CH2:16][c:17]1[o:18][c:19]2[c:20]([cH:21]1)[cH:22][c:23]([C:26](=[O:27])[O:28][CH3:29])[cH:24][cH:25]2. The reactants are OC(CC(=O)OCC)(CC(CCC1=CC=CC=C1)OC(C)=O)C (ethyl 3-hydroxy-3-methyl-5-acetoxy-7-phenylheptanoate), [OH-].[Na+] (sodium hydroxide), hydrocholoric acid, C(C)(=O)OCC (ethyl acetate). Run in CO (methanol). Reaction conditions: time 4 hour. Product: OC1(CC(=O)OC(C1)CCC1=CC=CC=C1)C (3-Hydroxy-3methyl-7-phenyl-5-heptanolide). Isolated yield 61.2%. Reaction SMILES: [OH:1][C:2]([CH3:23])([CH2:9][CH:10]([O:19][C:20](=[O:22])C)[CH2:11][CH2:12][C:13]1[CH:18]=[CH:17][CH:16]=[CH:15][CH:14]=1)[CH2:3]C(OCC)=O.[OH-].[Na+].C(OCC)(=O)C>CO>[OH:1][C:2]1([CH3:3])[CH2:9][CH:10]([CH2:11][CH2:12][C:13]2[CH:14]=[CH:15][CH:16]=[CH:17][CH:18]=2)[O:19][C:20](=[O:22])[CH2:23]1 |f:1.2|. Procedure: Using 1.48 g of 4-acetoxy-6-phenylhexan-2one, 1 ml of ethyl bromoacetate and 0.62 g of zinc, the reaction and the purification of the product were carried out according to the method described in Example 1 (a) affording 1.03 g of ethyl 3-hydroxy-3-methyl-5-acetoxy-7-phenylheptanoate. The ester (0.90 g) thus obtained was dissolved in 5 ml of methanol and 2 ml of 4 N sodium hydroxide was added thereto. The mixture was stirred for 4 hours at room temperature, acidified by the addition of 4 N hydroc... Reactants: C(C)(C)(C)OC(=O)NCC(CN1[C@H](CN(CC1)C(=O)C1=CC=CC2=CC=CC=C12)CCCC)NCC1=CC2=CC=CC=C2C=C1 (1-(3-tert-butoxycarbonylamino-2-(2-naphthylmethylamino)prop-1-yl)-2(S)-butyl-4-(1-naphthoyl)piperazine), C(Cl)Cl (methylene chloride), FC(C(=O)O)(F)F (trifluoroacetic acid), base. Product: Cl.Cl.Cl.NCC(CN1[C@H](CN(CC1)C(=O)C1=CC=CC2=CC=CC=C12)CCCC)NCC1=CC2=CC=CC=C2C=C1 (1-(3-Amino-2-(2-naphthylmethylamino)prop-1-yl)-2(S)-butyl-4-(1-naphthoyl)piperazine trihydrochloride). Reaction SMILES: C(OC([NH:8][CH2:9][CH:10]([NH:34][CH2:35][C:36]1[CH:45]=[CH:44][C:43]2[C:38](=[CH:39][CH:40]=[CH:41][CH:42]=2)[CH:37]=1)[CH2:11][N:12]1[CH2:17][CH2:16][N:15]([C:18]([C:20]2[C:29]3[C:24](=[CH:25][CH:26]=[CH:27][CH:28]=3)[CH:23]=[CH:22][CH:21]=2)=[O:19])[CH2:14][C@@H:13]1[CH2:30][CH2:31][CH2:32][CH3:33])=O)(C)(C)C.FC(F)(F)C(O)=O.C(Cl)[Cl:54]>>[ClH:54].[ClH:54].[ClH:54].[NH2:8][CH2:9][CH:10]([NH:34][CH2:35][C:36]1[CH:45]=[CH:44][C:43]2[C:38](=[CH:39][CH:40]=[CH:41][CH:42]=2)[CH:37]=1)[CH2:11][N:12]1[CH2:17][CH2:16][N:15]([C:18]([C:20]2[C:29]3[C:24](=[CH:25][CH:26]=[CH:27][CH:28]=3)[CH:23]=[CH:22][CH:21]=2)=[O:19])[CH2:14][C@@H:13]1[CH2:30][CH2:31][CH2:32][CH3:33] |f:3.4.5.6|. Procedure: A solution of 1-(3-tert-butoxycarbonylamino-2-(2-naphthylmethylamino)prop-1-yl)-2(S)-butyl-4-(1-naphthoyl)piperazine (0.313 g, 0.514 mmol) in methylene chloride (10 mL) was deprotected with trifluoroacetic acid (5 mL) and converted to the free base (255 mg) according to the procedure described in Example 1, Step E. Purification of 40 mg by preparative HPLC used gradient elution with solvents A and B (from Example 1; 95% to 5% solvent A). Ion exchange and lyophilization as described furnished the... The reactants are CC(=O)OC1(C(C)=O)CCC2C3C(OS(C)(=O)=O)C(OS(C)(=O)=O)C4=CC(=O)CCC4(C)C3CCC21C, CC(=O)O, CO, [N-]=[N+]=[N-], [Na+]. The product is CC(=O)OC1(C(C)=O)CCC2C3C=C(N=[N+]=[N-])C4=CC(=O)CCC4(C)C3CCC21C. As a reaction SMILES: [CH3:1][S:2]([O:3][CH:6]1[CH:7]([O:4][S:5]([CH3:33])(=[O:34])=[O:35])[CH:8]2[CH:9]3[CH2:10][CH2:11][C:12]([C:13]([CH3:14])=[O:15])([O:29][C:30]([CH3:31])=[O:32])[C:16]3([CH3:28])[CH2:17][CH2:18][CH:19]2[C:20]2([CH3:27])[CH2:21][CH2:22][C:23](=[O:26])[CH:24]=[C:25]12)(=[O:36])=[O:37].[CH3:42][C:43](=[O:44])[OH:45].[CH3:46][OH:47].[N-:39]=[N+:40]=[N-:41].[Na+:38]>>[C:6]1([N:39]=[N+:40]=[N-:41])=[CH:7][CH:8]2[CH:9]3[CH2:10][CH2:11][C:12]([C:13]([CH3:14])=[O:15])([O:29][C:30]([CH3:31])=[O:32])[C:16]3([CH3:28])[CH2:17][CH2:18][CH:19]2[C:20]2([CH3:27])[CH2:21][CH2:22][C:23](=[O:26])[CH:24]=[C:25]12. Procedure details: To a solution under nitrogen of 0.169 ml (1.2 mmol) of diisopropylamine in 2.5 ml of THF, maintained at −30° C., is added 0.75 ml (1.2 mmol) of n-butyllithium (1.6 M solution in hexane) over 10 minutes. After stirring for 15 minutes at −30° C., 0.172 ml (1.57 mmol) of 1,3-dimethyl-2-imidazolidinone is added, at −60° C., over 15 minutes. Next, 88.43 mg (1.09 mmol) of cyclobutanecarbonitrile dissolved in 0.75 ml of THF are added over 10 minutes, at −70° C. The orange solution obtained is stirred f... Run in O (water). Run at temperature -30 celsius, time 15 minute. Product: C1(CC1)COCCC1=CC=C(CC2(CCC2)C#N)C=C1 (1-{4-[2-(Cyclopropylmethoxy)ethyl]benzyl}cyclobutanecarbonitrile). The yield is 48.0%. The reactants are C1(CCC1)C#N (cyclobutanecarbonitrile), C1CCOC1 (THF), C(CCC)[Li] (n-butyllithium), compound, C1CCOC1 (THF), C(C)(C)NC(C)C (diisopropylamine), C1CCOC1 (THF), CN1C(N(CC1)C)=O (1,3-dimethyl-2-imidazolidinone), Cl (HCl). As a reaction SMILES: C(N[CH:5]([CH3:7])[CH3:6])(C)C.[CH2:8]([Li])[CH2:9][CH2:10][CH3:11].CN1[CH2:18][CH2:17]N(C)C1=O.[CH:21]1([C:25]#[N:26])[CH2:24][CH2:23][CH2:22]1.Cl.[CH2:28]1[CH2:32][O:31][CH2:30][CH2:29]1>O>[CH:29]1([CH2:30][O:31][CH2:32][CH2:28][C:6]2[CH:5]=[CH:7][C:10]([CH2:11][C:21]3([C:25]#[N:26])[CH2:24][CH2:23][CH2:22]3)=[CH:9][CH:8]=2)[CH2:18][CH2:17]1.